Dataset: the Open Reaction Database (ORD), a public repository of structured organic reaction records. Task: describe an organic reaction: reactants, conditions, products, and yield Reactants: ClCCl, CC(C)(C)OC(=O)N1CCC(Nc2ccc(Cl)cc2)CC1, O=C(O)C(F)(F)F. Product: Clc1ccc(NC2CCNCC2)cc1. Reaction SMILES: [CH2:22]([Cl:23])[Cl:24].[Cl:1][c:2]1[cH:3][cH:4][c:5]([NH:8][CH:9]2[CH2:10][CH2:11][N:12]([C:15]([O:16][C:17]([CH3:18])([CH3:19])[CH3:20])=[O:21])[CH2:13][CH2:14]2)[cH:6][cH:7]1.[OH:25][C:26]([C:27]([F:28])([F:29])[F:30])=[O:31]>>[Cl:1][c:2]1[cH:3][cH:4][c:5]([NH:8][CH:9]2[CH2:10][CH2:11][NH:12][CH2:13][CH2:14]2)[cH:6][cH:7]1. Starting materials: CS(N)(=O)=O, ClCC1CO1, Cl, [Na+], [OH-], O. The product is CS(=O)(=O)NCC1CO1. Reaction SMILES: [CH3:1][S:2](=[O:3])(=[O:4])[NH2:5].[Cl:8][CH2:9][CH:10]1[O:11][CH2:12]1.[ClH:13].[Na+:7].[OH-:6].[OH2:14]>>[CH3:1][S:2](=[O:3])(=[O:4])[NH:5][CH2:9][CH:10]1[O:11][CH2:12]1. The reactants are reactant 3, ClC1=CC=C(S1)C(NC#N)=N (5-chloro-N-cyanothiophene-2-carboximidamide), O=P(Cl)(Cl)Cl (POCl3), CC#N (CH3CN), N#N (N2). Conditions: temperature 70 celsius, time 8 hour. The product is ClC1=NC(=NC(=N1)C=1SC(=CC1)Cl)C (2-chloro-4-(5-chlorothiophen-2-yl)-6-methyl-1,3,5-triazine). RXN SMILES: [Cl:1][C:2]1[S:6][C:5]([C:7](=[NH:11])[NH:8][C:9]#N)=[CH:4][CH:3]=1.O=P(Cl)(Cl)[Cl:14].N#N.[CH3:19][C:20]#[N:21]>>[Cl:14][C:9]1[N:8]=[C:7]([C:5]2[S:6][C:2]([Cl:1])=[CH:3][CH:4]=2)[N:11]=[C:20]([CH3:19])[N:21]=1. Procedure details: To a solution of reactant 3 in CH3CN was added reactant 2 and POCl3. The mixture was stirred at 70° C. overnight under. N2. TLC showed starting material was consumed. The mixture was then poured into NaHCO3 (aq) carefully and the precipitate collected. The dried sample was confirmed as desired product 2-chloro-4-(5-chlorothiophen-2-yl)-6-methyl-1,3,5-triazine 4. Reactants: CC(=O)Oc1ccc2c3c1CCCC3(CCCCBr)C(=O)N2, C[O-], CO, [Na+]. The product is COc1ccc2c3c1CCCC3(CCCCBr)C(=O)N2. Reaction SMILES: [C:1](=[O:2])([CH3:3])[O:4][c:5]1[c:6]2[c:7]3[c:11]([cH:12][cH:13]1)[NH:10][C:9](=[O:14])[C:8]3([CH2:18][CH2:19][CH2:20][CH2:21][Br:22])[CH2:15][CH2:16][CH2:17]2.[CH3:23][O-:24].[CH3:26][OH:27].[Na+:25]>>[CH3:1][O:4][c:5]1[c:6]2[c:7]3[c:11]([cH:12][cH:13]1)[NH:10][C:9](=[O:14])[C:8]3([CH2:18][CH2:19][CH2:20][CH2:21][Br:22])[CH2:15][CH2:16][CH2:17]2.